Dataset: the Open Reaction Database (ORD), a public repository of structured organic reaction records. Task: describe an organic reaction: reactants, conditions, products, and yield Reactants: CCOC(=O)c1cc2c(OCc3ccco3)cccc2[nH]1, CCO, [K+], [OH-]. Product: O=C(O)c1cc2c(OCc3ccco3)cccc2[nH]1. As a reaction SMILES: [CH2:1]([CH3:2])[O:3][C:4](=[O:5])[c:6]1[nH:7][c:8]2[cH:9][cH:10][cH:11][c:12]([O:15][CH2:16][c:17]3[o:18][cH:19][cH:20][cH:21]3)[c:13]2[cH:14]1.[CH3:24][CH2:25][OH:26].[K+:23].[OH-:22]>>[O:3]=[C:4]([OH:5])[c:6]1[nH:7][c:8]2[cH:9][cH:10][cH:11][c:12]([O:15][CH2:16][c:17]3[o:18][cH:19][cH:20][cH:21]3)[c:13]2[cH:14]1. Starting materials: ClC1=CC=C2C(CCNC2=C1)=O (7-chloro-2,3-dihydro-4(lH)-quinolinone), N1=CC=CC=C1 (pyridine), O1CCOCC1 (dioxane), CN(C1=C(C(=O)Cl)C=CC=C1)C (2-dimethylaminobenzoyl chloride). The solvent is ClCCl (dichloromethane), O (water). Yields the product ClC1=CC=C2C(CCN(C2=C1)C(C1=C(C=CC=C1)N(C)C)=O)=O (7-chloro-2,3-dihydro-l-(2-dimethylaminobenzoyl)-4(lH)-quinolinone). Isolated yield 96.7%. Reaction SMILES: [Cl:1][C:2]1[CH:11]=[C:10]2[C:5]([C:6](=[O:12])[CH2:7][CH2:8][NH:9]2)=[CH:4][CH:3]=1.N1C=CC=CC=1.O1CCOCC1.[CH3:25][N:26]([CH3:36])[C:27]1[CH:35]=[CH:34][CH:33]=[CH:32][C:28]=1[C:29](Cl)=[O:30]>ClCCl.O>[Cl:1][C:2]1[CH:11]=[C:10]2[C:5]([C:6](=[O:12])[CH2:7][CH2:8][N:9]2[C:29](=[O:30])[C:28]2[CH:32]=[CH:33][CH:34]=[CH:35][C:27]=2[N:26]([CH3:25])[CH3:36])=[CH:4][CH:3]=1. Reported procedure: To a mixture of 7-chloro-2,3-dihydro-4(lH)-quinolinone (20 g), pyridine (26 g) and dioxane (200 ml) was added dropwise 2-dimethylaminobenzoyl chloride (30 g) under cooling at 0° C. to 5° C. with stirring. The mixture was allowed to react at room temperature for additional 3 hours. The reaction mixture was poured into 500 ml of water, then shaken with additional dichloromethane (1000 ml). The organic layer was washed once with 1 N HCl (100 ml), twice with water (200 ml each) then once with satura... Reactants: CCc1ccnc(C(=O)c2[nH]c3cc(Cl)ccc3c2C(C)C(=O)[O-])c1, CCO, Cl, [Na+], [OH-]. The product is CCc1ccnc(C(=O)c2[nH]c3cc(Cl)ccc3c2CC(=O)O)c1. RXN SMILES: [CH3:1][CH:2]([C:3](=[O:4])[O-:5])[c:6]1[c:7]([C:16](=[O:17])[c:18]2[n:19][cH:20][cH:21][c:22]([CH2:24][CH3:25])[cH:23]2)[nH:8][c:9]2[cH:10][c:11]([Cl:15])[cH:12][cH:13][c:14]12.[CH3:29][CH2:30][OH:31].[ClH:26].[Na+:28].[OH-:27]>>[CH2:2]([C:3](=[O:4])[OH:5])[c:6]1[c:7]([C:16](=[O:17])[c:18]2[n:19][cH:20][cH:21][c:22]([CH2:24][CH3:25])[cH:23]2)[nH:8][c:9]2[cH:10][c:11]([Cl:15])[cH:12][cH:13][c:14]12. The reactants are COC(=O)C=1C=CC2=C(SC=C2CBr)C1 (3-Bromomethylbenzo[b]thiophene-6-carboxylic acid methyl ester), O (water), [H-].[Na+] (Sodium hydride), OC=1C=NC=CC1 (3-hydroxypyridine). Run in CN(C=O)C (N,N-dimethylformamide), CN(C=O)C (N,N-dimethylformamide). Reaction conditions: time 30 minute. The product is COC(=O)C=1C=CC2=C(SC=C2COC=2C=NC=CC2)C1 (3-(3-pyridyloxymethyl)benzo[b]thiophene-6-carboxylic acid methyl ester). The yield is 36.2%. As a reaction SMILES: [H-].[Na+].[OH:3][C:4]1[CH:5]=[N:6][CH:7]=[CH:8][CH:9]=1.[CH3:10][O:11][C:12]([C:14]1[CH:15]=[CH:16][C:17]2[C:21]([CH2:22]Br)=[CH:20][S:19][C:18]=2[CH:24]=1)=[O:13].O>CN(C)C=O>[CH3:10][O:11][C:12]([C:14]1[CH:15]=[CH:16][C:17]2[C:21]([CH2:22][O:3][C:4]3[CH:5]=[N:6][CH:7]=[CH:8][CH:9]=3)=[CH:20][S:19][C:18]=2[CH:24]=1)=[O:13] |f:0.1|. Procedure details: Sodium hydride (0.12 g of 50% dispersion in mineral oil) was added to a solution of 3-hydroxypyridine (0.24 g) in dry N,N-dimethylformamide (5 ml) and the mixture was stirred for 30 minutes. 3-Bromomethylbenzo[b]thiophene-6-carboxylic acid methyl ester (0.71 g) in a small volume of N,N-dimethylformamide was added and the mixture was stirred at room temperature for 2 hours and then poured into water. The mixture was extracted several times with ethyl acetate and the combined extracts were washed ... Starting materials: CC(C)N1CCC(CC1)NC1=CC=CC=C1 (1-(1-methylethyl)-N-phenyl-4-piperidinamine), C([O-])([O-])=O.[Na+].[Na+] (sodium carbonate), C1(=CC=CC=C1)CC(=O)Cl (benzeneacetyl chloride). Run in C1=CC=CC=C1 (benzene). Conditions: time 8 hour. The product is Cl.CC(C)N1CCC(CC1)N(C(CC1=CC=CC=C1)=O)C1=CC=CC=C1 (N-[1-(1-methylethyl)-4-piperidinyl]N-phenylbenzeneacetamide hydrochloride). RXN SMILES: [CH3:1][CH:2]([N:4]1[CH2:9][CH2:8][CH:7]([NH:10][C:11]2[CH:16]=[CH:15][CH:14]=[CH:13][CH:12]=2)[CH2:6][CH2:5]1)[CH3:3].C(=O)([O-])[O-].[Na+].[Na+].[C:23]1([CH2:29][C:30]([Cl:32])=[O:31])[CH:28]=[CH:27][CH:26]=[CH:25][CH:24]=1>C1C=CC=CC=1>[ClH:32].[CH3:3][CH:2]([N:4]1[CH2:9][CH2:8][CH:7]([N:10]([C:11]2[CH:12]=[CH:13][CH:14]=[CH:15][CH:16]=2)[C:30](=[O:31])[CH2:29][C:23]2[CH:28]=[CH:27][CH:26]=[CH:25][CH:24]=2)[CH2:6][CH2:5]1)[CH3:1] |f:1.2.3,6.7|. Procedure details: to a stirred mixture of 4.4 parts of 1-(1-methylethyl)-N-phenyl-4-piperidinamine, 5.3 parts of sodium carbonate and 180 parts of benzene are added dropwise 5 parts of benzeneacetyl chloride. Upon completion, stirring is continued overnight at reflux. The reaction mixture is cooled, washed successively with water, a sodium hydrogen carbonate solution and again with water, dried, filtered and evaporated. The residue is converted into the hydrochloride salt in 2,2'-oxybispropane and 2-propanol. The... Starting materials: NC1=NC(=CC(=N1)Cl)Cl (2-amino-4,6-dichloropyrimidine), C(=O)C=1N=CNC1 (4-formylimidazole), C(C)O (ethanol), [BH4-].[Na+] (sodium borohydride). The reagents and catalysts are CC(C)[O-].CC(C)[O-].CC(C)[O-].CC(C)[O-].[Ti+4] (tetraisopropyl orthotitanate). The solvent is ClCCl (dichloromethane). Run at temperature 40 celsius, time 7 hour. Yields the product ClC1=NC(=NC(=C1)Cl)NCC=1N=CNC1 ((4,6-Dichloro-pyrimidin-2-yl)-(1H-imidazol-4-ylmethyl)-amine). Yield: 2.3%. As a reaction SMILES: [NH2:1][C:2]1[N:7]=[C:6]([Cl:8])[CH:5]=[C:4]([Cl:9])[N:3]=1.[CH:10]([C:12]1[N:13]=[CH:14][NH:15][CH:16]=1)=O.C(O)C.[BH4-].[Na+]>ClCCl.CC([O-])C.CC([O-])C.CC([O-])C.CC([O-])C.[Ti+4]>[Cl:9][C:4]1[CH:5]=[C:6]([Cl:8])[N:7]=[C:2]([NH:1][CH2:10][C:12]2[N:13]=[CH:14][NH:15][CH:16]=2)[N:3]=1 |f:3.4,6.7.8.9.10|. Reported procedure: To a solution of 2-amino-4,6-dichloropyrimidine (1.00 g, 7.72 mmol) in dichloromethane (8 ml) were added 4-formylimidazole (0.74 g, 7.72 mmol) and tetraisopropyl orthotitanate (2.86 ml, 9.65 mmol). After stirring the mixture at 40° C. overnight ethanol (8 ml) and sodium borohydride (0.38 g, 10.0 mmol) were added. The reaction mixture was stirred 40° C. for 7 hours. Then mixture was concentrated in vacuo and the residue was purified by flash chromatography (methanol/dichloromethane gradient) to y... Reactants: S(O)(O)(=O)=O (sulfuric acid), COC(C1=C(SC=C1)CC1=C(C=CC=C1)F)OC (2-(2-fluorobenzyl)-3-thiophenecarboxaldehyde dimethylacetal). Run in ClCCl (dichloromethane), ClCCl (dichloromethane). Reaction conditions: time 2.5 hour. The product is FC1=C(CC=2SC=CC2C=O)C=CC=C1 (2-(2-fluorobenzyl)-3-thiophenecarboxaldehyde). Yield: 23.5%. As a reaction SMILES: S(=O)(=O)(O)O.C[O:7][CH:8](OC)[C:9]1[CH:13]=[CH:12][S:11][C:10]=1[CH2:14][C:15]1[CH:20]=[CH:19][CH:18]=[CH:17][C:16]=1[F:21]>ClCCl>[F:21][C:16]1[CH:17]=[CH:18][CH:19]=[CH:20][C:15]=1[CH2:14][C:10]1[S:11][CH:12]=[CH:13][C:9]=1[CH:8]=[O:7]. Procedure: To silica gel (100 g), 15% aqueous sulfuric acid (15.4 g), and dichloromethane (400 ml) was added 2-(2-fluorobenzyl)-3-thiophenecarboxaldehyde dimethylacetal and dichloromethane (25 ml). The mixture was stirred for 2.5 hrs. The reaction mixture was filtered. The filter cake was washed with ethyl acetate and dichloromethane. The filtrate was concentrated and the residue was purified by flash column chromatography (silica gel, 0.5-10% ethyl acetate/hexanes) to afford 24.0 g (23.5%) of 2-(2-fluorob... Starting materials: COc1ccc2c(Oc3ccc(C=O)cc3)c(-c3ccccc3)c(CCC(F)(F)F)cc2c1, CCOC(=O)CP(=O)(OCC)OCC, [Li]CCCC. Product: CCOC(=O)C=Cc1ccc(Oc2c(-c3ccccc3)c(CCC(F)(F)F)cc3cc(OC)ccc23)cc1. RXN SMILES: [CH3:1][O:2][c:3]1[cH:4][c:5]2[cH:6][c:7]([CH2:28][CH2:29][C:30]([F:31])([F:32])[F:33])[c:8](-[c:22]3[cH:23][cH:24][cH:25][cH:26][cH:27]3)[c:9]([O:13][c:14]3[cH:15][cH:16][c:17]([CH:18]=[O:19])[cH:20][cH:21]3)[c:10]2[cH:11][cH:12]1.[CH3:34][CH2:35][O:36][C:37](=[O:38])[CH2:39][P:40]([O:41][CH2:42][CH3:43])([O:44][CH2:45][CH3:46])=[O:47].[CH3:48][CH2:49][CH2:50][CH2:51][Li:52]>>[CH3:1][O:2][c:3]1[cH:4][c:5]2[cH:6][c:7]([CH2:28][CH2:29][C:30]([F:31])([F:32])[F:33])[c:8](-[c:22]3[cH:23][cH:24][cH:25][cH:26][cH:27]3)[c:9]([O:13][c:14]3[cH:15][cH:16][c:17]([CH:18]=[CH:39][C:37]([O:36][CH2:35][CH3:34])=[O:38])[cH:20][cH:21]3)[c:10]2[cH:11][cH:12]1. Starting materials: C1CCOC1, Oc1nc(CCl)nc2c1SCCC2, [H-], [Na+], CN(C)C=O, OCc1ccccc1. Product: Oc1nc(COCc2ccccc2)nc2c1SCCC2. Reaction SMILES: [CH2:24]1[O:25][CH2:26][CH2:27][CH2:28]1.[Cl:11][CH2:12][c:13]1[n:14][c:15]([OH:23])[c:16]2[c:17]([n:18]1)[CH2:19][CH2:20][CH2:21][S:22]2.[H-:1].[Na+:2].[O:29]=[CH:30][N:31]([CH3:32])[CH3:33].[OH:3][CH2:4][c:5]1[cH:6][cH:7][cH:8][cH:9][cH:10]1>>[O:3]([CH2:4][c:5]1[cH:6][cH:7][cH:8][cH:9][cH:10]1)[CH2:12][c:13]1[n:14][c:15]([OH:23])[c:16]2[c:17]([n:18]1)[CH2:19][CH2:20][CH2:21][S:22]2. The reactants are C(C)(=O)C=1C(=C(C=C(C1)OCC1=CC=CC=C1)NC(C(C)(C)Br)=O)O (N-(3-acetyl-5-benzyloxy-2-hydroxy-phenyl)-2-bromo-2-methyl-propionamide), C([O-])([O-])=O.[K+].[K+] (potassium carbonate). Solvent: C(C)#N (acetonitrile). Yields the product C(C)(=O)C1=CC(=CC=2NC(C(OC21)(C)C)=O)OCC2=CC=CC=C2 (8-acetyl-6-benzyloxy-2,2-dimethyl-4H-benzo[1,4]oxazin-3-one). RXN SMILES: [C:1]([C:4]1[C:5]([OH:25])=[C:6]([NH:18][C:19](=[O:24])[C:20](Br)([CH3:22])[CH3:21])[CH:7]=[C:8]([O:10][CH2:11][C:12]2[CH:17]=[CH:16][CH:15]=[CH:14][CH:13]=2)[CH:9]=1)(=[O:3])[CH3:2].C(=O)([O-])[O-].[K+].[K+]>C(#N)C>[C:1]([C:4]1[C:5]2[O:25][C:20]([CH3:22])([CH3:21])[C:19](=[O:24])[NH:18][C:6]=2[CH:7]=[C:8]([O:10][CH2:11][C:12]2[CH:17]=[CH:16][CH:15]=[CH:14][CH:13]=2)[CH:9]=1)(=[O:3])[CH3:2] |f:1.2.3|. Reported procedure: 6.60 g (16.2 mmol) N-(3-acetyl-5-benzyloxy-2-hydroxy-phenyl)-2-bromo-2-methyl-propionamide and 2.76 g (20 mmol) potassium carbonate are stirred for 1 hour in 70 mL acetonitrile at reflux temperature. The solid is suction filtered, the filtrate is evaporated down and the residue is combined with 30 mL ethyl acetate. After further filtration and elimination of the solvent by distillation the crude product is crystallised from a little methanol.